This data is from the Open Reaction Database (ORD), a public repository of structured organic reaction records. The task is: describe an organic reaction: reactants, conditions, products, and yield The reactants are N(=O)[O-].[Na+] (Sodium nitrite), Cl.FC1=C(C=CC=C1)NN (2-fluorophenylhydrazine hydrochloride). Solvent: C(C)OCC (diethyl ether), O (water), Cl (hydrochloric acid), C(C)OCC (diethyl ether). Run at time 2 hour. Product: N(=[N+]=[N-])C1=C(C=CC=C1)F (1-azido-2-fluorobenzene). Isolated yield 47.7%. RXN SMILES: [N:1]([O-])=O.[Na+].Cl.[F:6][C:7]1[CH:12]=[CH:11][CH:10]=[CH:9][C:8]=1[NH:13][NH2:14]>O.Cl.C(OCC)C>[N:13]([C:8]1[CH:9]=[CH:10][CH:11]=[CH:12][C:7]=1[F:6])=[N+:14]=[N-:1] |f:0.1,2.3|. Procedure details: Sodium nitrite (510 mg) dissolved in 2 ml of water was dropped, under cooling with ice, into a solution of 1.0 g of 2-fluorophenylhydrazine hydrochloride in 5 ml of concentrated hydrochloric acid and 6 ml of diethyl ether. Temperature of the reaction solution was raised to room temperature followed by stirring for 2 hours. The reaction solution was diluted with diethyl ether, washed with water and then with a saturated saline solution and dried over sodium sulfate. The solvent was evaporated in ... Starting materials: CO, COc1c(C)cnc(CCl)c1C, NN, O. Product: COc1c(C)cnc(CNN)c1C, Cl. As a reaction SMILES: [CH3:16][OH:17].[Cl:1][CH2:2][c:3]1[n:4][cH:5][c:6]([CH3:12])[c:7]([O:10][CH3:11])[c:8]1[CH3:9].[NH2:14][NH2:15].[OH2:13]>>[CH2:2]([c:3]1[n:4][cH:5][c:6]([CH3:12])[c:7]([O:10][CH3:11])[c:8]1[CH3:9])[NH:14][NH2:15].[ClH:1]. Starting materials: C(C)N(C(C)C)C(C)C (N-ethyldiisopropylamine), Cl.CN(CCCN=C=NCC)C (N-(3-dimethylaminopropyl)-N′-ethylcarbodiimide hydrochloride), ClC1=CC=C(C=C1)C1=NOC(=C1COC1=NC=C(C(=O)O)C=C1)CO (6-[3-(4-chloro-phenyl)-5-hydroxymethyl-isoxazol-4-ylmethoxy]-nicotinic acid), Cl.CNC (dimethylamine hydrochloride), O.ON1N=NC2=C1C=CC=C2 (1-hydroxybenzotriazole hydrate). Solvent: C1CCOC1 (THF). Conditions: time 8 hour. Product: ClC1=CC=C(C=C1)C1=NOC(=C1COC1=NC=C(C(=O)N(C)C)C=C1)CO (6-[3-(4-Chloro-phenyl)-5-hydroxymethyl-isoxazol-4-ylmethoxy]-N,N-dimethyl-nicotinamide). The yield is 60.8%. As a reaction SMILES: [Cl:1][C:2]1[CH:7]=[CH:6][C:5]([C:8]2[C:12]([CH2:13][O:14][C:15]3[CH:23]=[CH:22][C:18]([C:19]([OH:21])=O)=[CH:17][N:16]=3)=[C:11]([CH2:24][OH:25])[O:10][N:9]=2)=[CH:4][CH:3]=1.Cl.[CH3:27][NH:28][CH3:29].O.ON1C2C=CC=CC=2N=N1.C(N(C(C)C)C(C)C)C.Cl.CN(C)CCCN=C=NCC>C1COCC1>[Cl:1][C:2]1[CH:3]=[CH:4][C:5]([C:8]2[C:12]([CH2:13][O:14][C:15]3[CH:23]=[CH:22][C:18]([C:19]([N:28]([CH3:29])[CH3:27])=[O:21])=[CH:17][N:16]=3)=[C:11]([CH2:24][OH:25])[O:10][N:9]=2)=[CH:6][CH:7]=1 |f:1.2,3.4,6.7|. Procedure: To a solution of 6-[3-(4-chloro-phenyl)-5-hydroxymethyl-isoxazol-4-ylmethoxy]-nicotinic acid (100 mg, 0.28 mmol) and dimethylamine hydrochloride (23.1 mg, 0.28 mmol) in THF (10 mL) were added at 0° C., 1-hydroxybenzotriazole hydrate (43.3 mg, 0.28 mmol), N-ethyldiisopropylamine (170 μL, 0.97 mmol) and N-(3-dimethylaminopropyl)-N′-ethylcarbodiimide hydrochloride (54.2 mg, 0.28 mmol). The reaction mixture was stirred at room temperature overnight. The solvent was removed by distillation. The remai... Starting materials: CC=1C=2C=C3CCC4=CC=CC(C2CCC1)=C43 (7-methyl-9,10-dihydroacephenanthrene), dichlorodicyanoquinone. Reaction SMILES: [CH3:1][C:2]1[C:3]2[CH:4]=[C:5]3[C:17]4[C:8](=[CH:9][CH:10]=[CH:11][C:12]=4[C:13]=2[CH2:14][CH2:15][CH:16]=1)[CH2:7][CH2:6]3>O1CCOCC1.C(OCC)(=O)C.O>[CH3:1][C:2]1[CH:16]=[CH:15][CH:14]=[C:13]2[C:3]=1[CH:4]=[C:5]1[C:17]3[C:8](=[CH:9][CH:10]=[CH:11][C:12]2=3)[CH:7]=[CH:6]1. Reported procedure: A solution of 7-methyl-9,10-dihydroacephenanthrene (0.13 g, 0.59 mmol) and dichlorodicyanoquinone (0.27 g, 1.18 mmol) in dioxane (10 ml) was heated at reflux for 0.5 h. The reaction mixture was allowed to cool and was diluted with ethyl acetate (50 mL) and water (20 mL). The organic layer was separated, washed with water (3×20 mL) and brine solution (3×20 mL), dried (MgSO4), and concentrated under reduced pressure. The resulting solid was purified by flash chromatography to give 0.07 g (57%) of ... Yield: 54.9%. The product is CC1=C2C=C3C=CC4=CC=CC(C2=CC=C1)=C43 (7-Methylacephenanthrylene). Run in O1CCOCC1 (dioxane), C(C)(=O)OCC (ethyl acetate), O (water). Reactants: ClCCCl, CN(C)c1ccncc1, Cl, COc1cc(CC(=O)OC(C)(C)C)ccc1N, CN(C)C=O, O, On1nnc2ccccc21, O=C(O)c1cc2ccccc2[nH]1. Yields the product COc1cc(CC(=O)OC(C)(C)C)ccc1NC(=O)c1cc2ccccc2[nH]1. As a reaction SMILES: [CH2:1]([Cl:2])[CH2:3][Cl:4].[CH3:50][N:51]([c:52]1[cH:53][cH:54][n:55][cH:56][cH:57]1)[CH3:58].[ClH:5].[NH2:18][c:19]1[c:20]([O:33][CH3:34])[cH:21][c:22]([CH2:25][C:26](=[O:27])[O:28][C:29]([CH3:30])([CH3:31])[CH3:32])[cH:23][cH:24]1.[O:45]=[CH:46][N:47]([CH3:48])[CH3:49].[OH2:59].[OH:35][n:36]1[c:37]2[c:38]([cH:39][cH:40][cH:41][cH:42]2)[n:43][n:44]1.[nH:6]1[c:7]([C:15](=[O:16])[OH:17])[cH:8][c:9]2[cH:10][cH:11][cH:12][cH:13][c:14]12>>[nH:6]1[c:7]([C:15](=[O:17])[NH:18][c:19]2[c:20]([O:33][CH3:34])[cH:21][c:22]([CH2:25][C:26](=[O:27])[O:28][C:29]([CH3:30])([CH3:31])[CH3:32])[cH:23][cH:24]2)[cH:8][c:9]2[cH:10][cH:11][cH:12][cH:13][c:14]12. Reactants: C(#N)CC1(CCN(CC1)C(=O)OC(C)(C)C)N1N=C(C(=C1)C(=O)OC)NC1=CC=CC=C1 (tert-butyl 4-(cyanomethyl)-4-[4-(methoxycarbonyl)-3-(phenylamino)-1H-pyrazol-1-yl]piperidine-1-carboxylate), CO (MeOH), [OH-].[Na+] (NaOH), Cl (HCl). Solvent: C1CCOC1 (THF). Reaction conditions: temperature 50 celsius. Product: C(C)(C)(C)OC(=O)N1CCC(CC1)(CC#N)N1N=C(C(=C1)C(=O)O)NC1=CC=CC=C1 (1-[1-(tert-Butoxycarbonyl)-4-(cyanomethyl)piperidin-4-yl]-3-(phenylamino)-1H-pyrazole-4-carboxylic acid). Reaction SMILES: [C:1]([CH2:3][C:4]1([N:17]2[CH:21]=[C:20]([C:22]([O:24]C)=[O:23])[C:19]([NH:26][C:27]3[CH:32]=[CH:31][CH:30]=[CH:29][CH:28]=3)=[N:18]2)[CH2:9][CH2:8][N:7]([C:10]([O:12][C:13]([CH3:16])([CH3:15])[CH3:14])=[O:11])[CH2:6][CH2:5]1)#[N:2].CO.[OH-].[Na+].Cl>C1COCC1>[C:13]([O:12][C:10]([N:7]1[CH2:6][CH2:5][C:4]([N:17]2[CH:21]=[C:20]([C:22]([OH:24])=[O:23])[C:19]([NH:26][C:27]3[CH:32]=[CH:31][CH:30]=[CH:29][CH:28]=3)=[N:18]2)([CH2:3][C:1]#[N:2])[CH2:9][CH2:8]1)=[O:11])([CH3:16])([CH3:14])[CH3:15] |f:2.3|. Reported procedure: To a solution of tert-butyl 4-(cyanomethyl)-4-[4-(methoxycarbonyl)-3-(phenylamino)-1H-pyrazol-1-yl]piperidine-1-carboxylate (0.12 g, 0.27 mmol) in THF (1.8 mL) was added MeOH (1 mL), and 1M aqueous NaOH (0.82 mL, 0.82 mmol). The mixture was heated to 50° C. for 2 hours. The mixture was then cooled to ambient temperature and acidified to pH 3-4 with 1N aqueous HCl. The mixture was extracted with EtOAc (2×). The combined organic extracts were washed with brine, dried over anhydrous MgSO4, filtered... Reactants: C([O-])([O-])=O.[K+].[K+] (potassium carbonate), ClC1=CC=C(C2=CC=C(C(=C2)CC)B(O)O)C=C1 (4′-Chloro-3-ethylbiphen-4-ylboronic acid), C(C)(=O)[O-].C(C)(=O)[O-].C(C)(=O)[O-].C(C)(=O)[O-].[Pb+4] (lead tetraacetate), mercuric acetate. The solvent is C(Cl)(Cl)Cl (chloroform), hexanes. The product is C(C)(=O)[O-].C(C)(=O)[O-].C(C)(=O)[O-].ClC1=CC=C(C2=CC=C(C(=C2)CC)[Pb+3])C=C1 (4′-chloro-3-ethylbiphen-4-yllead triacetate). Yield: 58.3%. Reaction SMILES: [Cl:1][C:2]1[CH:18]=[CH:17][C:5]([C:6]2[CH:11]=[C:10]([CH2:12][CH3:13])[C:9](B(O)O)=[CH:8][CH:7]=2)=[CH:4][CH:3]=1.[C:19]([O-:22])(=[O:21])[CH3:20].[C:23]([O-:26])(=[O:25])[CH3:24].[C:27]([O-:30])(=[O:29])[CH3:28].C([O-])(=O)C.[Pb+4:35].C(=O)([O-])[O-].[K+].[K+]>C(Cl)(Cl)Cl>[C:19]([O-:22])(=[O:21])[CH3:20].[C:23]([O-:26])(=[O:25])[CH3:24].[C:27]([O-:30])(=[O:29])[CH3:28].[Cl:1][C:2]1[CH:18]=[CH:17][C:5]([C:6]2[CH:11]=[C:10]([CH2:12][CH3:13])[C:9]([Pb+3:35])=[CH:8][CH:7]=2)=[CH:4][CH:3]=1 |f:1.2.3.4.5,6.7.8,10.11.12.13|. Reported procedure: 4′-Chloro-3-ethylbiphen-4-ylboronic acid (4.2 g, 0.016 mol) is added in one portion to a mixture of lead tetraacetate (7.86 g, 0.017 mol) and mercuric acetate (0.25 g, 5 mol %) in chloroform (23 ml) under an atmosphere of nitrogen. The reaction mixture is stirred at ambient temperature until dissolution is complete, and then heated at 40° C. for 4 hrs. The reaction mixture is cooled to ambient temperature, filtered through a plug of diatomaceous earth and the filtrate is concentrated under reduc...